The task is: describe an organic reaction: reactants, conditions, products, and yield. This data is from the Open Reaction Database (ORD), a public repository of structured organic reaction records. The reactants are CS(=O)(=O)c1nccc(-n2cnc3ccccc32)n1, COc1ccccc1CCN. Yields the product COc1ccccc1CCNc1nccc(-n2cnc3ccccc32)n1. Reaction SMILES: [CH3:1][S:2](=[O:3])(=[O:4])[c:5]1[n:6][cH:7][cH:8][c:9](-[n:11]2[cH:12][n:13][c:14]3[c:15]2[cH:16][cH:17][cH:18][cH:19]3)[n:10]1.[CH3:20][O:21][c:22]1[c:23]([CH2:28][CH2:29][NH2:30])[cH:24][cH:25][cH:26][cH:27]1>>[c:5]1([NH:30][CH2:29][CH2:28][c:23]2[c:22]([O:21][CH3:20])[cH:27][cH:26][cH:25][cH:24]2)[n:6][cH:7][cH:8][c:9](-[n:11]2[cH:12][n:13][c:14]3[c:15]2[cH:16][cH:17][cH:18][cH:19]3)[n:10]1. RXN SMILES: [Na][Na].[P:3]([CH2:7][NH:8][CH2:9][C:10]([OH:12])=[O:11])([OH:6])([OH:5])=[O:4].Cl[C:14]([O:16][CH2:17][CH2:18][CH2:19][CH3:20])=[O:15].[OH-].[Na+].C1C=CC2C(C3C=CC(O)=CC=3)(C3C=CC(O)=CC=3)OC(=O)C=2C=1>O>[CH2:17]([O:16][C:14]([N:8]([CH2:7][P:3]([OH:6])([OH:5])=[O:4])[CH2:9][C:10]([OH:12])=[O:11])=[O:15])[CH2:18][CH2:19][CH3:20] |f:0.1,3.4|. Starting materials: C=1C=CC2=C(C1)C(=O)OC2(C=3C=CC(=CC3)O)C=4C=CC(=CC4)O (phenolphthalein), [Na][Na].P(=O)(O)(O)CNCC(=O)O (disodium N-phosphonomethylglycine), [OH-].[Na+] (sodium hydroxide), ClC(=O)OCCCC (n-butyl chloroformate). Run at time 2 hour. Solvent: O (water). Yield: 157.1%. Reported procedure: To a stirred solution containing 16.9 g (0.10 mol) of disodium-N-phosphonomethylglycine in water at 20°-25° C. was added 15 g (0.11 mol) of n-butyl chloroformate. After stirring the reaction mixture for 2 hours, a 50% sodium hydroxide solution was slowly added until the pH of the mixture stabilized at a phenolphthalein endpoint. The reaction mixture was concentrated and the residue dried over potassium hydroxide pellets to yield 42.3 g of N-n-butoxycarbonyl-N-phosphonomethylglycine, disodium sal... Product: C(CCC)OC(=O)N(CC(=O)O)CP(=O)(O)O (N-n-butoxycarbonyl-N-phosphonomethylglycine). Reactants: CCO, CCOC(=O)CC(c1ccc(OCc2ccc3c(n2)C(C)(C)CCC3)cc1)c1nccn1C, Cl, [Na+], [OH-]. Product: Cn1ccnc1C(CC(=O)O)c1ccc(OCc2ccc3c(n2)C(C)(C)CCC3)cc1. Reaction SMILES: [CH3:37][CH2:38][OH:39].[CH3:3][C:4]1([CH3:35])[CH2:5][CH2:6][CH2:7][c:8]2[cH:9][cH:10][c:11]([CH2:14][O:15][c:16]3[cH:17][cH:18][c:19]([CH:22]([CH2:23][C:24](=[O:25])[O:26][CH2:27][CH3:28])[c:29]4[n:30]([CH3:34])[cH:31][cH:32][n:33]4)[cH:20][cH:21]3)[n:12][c:13]21.[ClH:36].[Na+:2].[OH-:1]>>[CH3:3][C:4]1([CH3:35])[CH2:5][CH2:6][CH2:7][c:8]2[cH:9][cH:10][c:11]([CH2:14][O:15][c:16]3[cH:17][cH:18][c:19]([CH:22]([CH2:23][C:24](=[O:25])[OH:26])[c:29]4[n:30]([CH3:34])[cH:31][cH:32][n:33]4)[cH:20][cH:21]3)[n:12][c:13]21. Reactants: BrC1=CC=C(C=C1)C(C\C(=N/O)\C1=CC=NC=C1)C1=CC=CC=C1 ((E)-3-(4-Bromo-phenyl)-3-phenyl-1-pyridin-4-yl-propan-1-one oxime), N1=CN=CC(=C1)B(O)O (pyrimidine-5-boronic acid), C1(=CC=CC=C1)P(C1=CC=CC=C1)C1=CC=CC=C1 (triphenylphosphine), [F-].[K+] (potassium fluoride), [NH4+].[Cl-] (NH4Cl). The reagents and catalysts are C=1C=CC(=CC1)[P](C=2C=CC=CC2)(C=3C=CC=CC3)[Pd]([P](C=4C=CC=CC4)(C=5C=CC=CC5)C=6C=CC=CC6)([P](C=7C=CC=CC7)(C=8C=CC=CC8)C=9C=CC=CC9)[P](C=1C=CC=CC1)(C=1C=CC=CC1)C=1C=CC=CC1 (tetrakis(triphenylphosphine)palladium). Run in CC(=O)N(C)C.O (DMA H2O). Product: C1(=CC=CC=C1)C(C\C(=N/O)\C1=CC=NC=C1)C1=CC=C(C=C1)C=1C=NC=NC1 ((E)-3-Phenyl-1-pyridin-4-yl-3-(4-pyrimidin-5-yl-phenyl)-propan-1-one oxime). Yield: 451.0%. RXN SMILES: Br[C:2]1[CH:7]=[CH:6][C:5]([CH:8]([C:19]2[CH:24]=[CH:23][CH:22]=[CH:21][CH:20]=2)[CH2:9]/[C:10](/[C:13]2[CH:18]=[CH:17][N:16]=[CH:15][CH:14]=2)=[N:11]\[OH:12])=[CH:4][CH:3]=1.[N:25]1[CH:30]=[C:29](B(O)O)[CH:28]=[N:27][CH:26]=1.C1(P(C2C=CC=CC=2)C2C=CC=CC=2)C=CC=CC=1.[F-].[K+].[NH4+].[Cl-]>CC(N(C)C)=O.O.C1C=CC([P]([Pd]([P](C2C=CC=CC=2)(C2C=CC=CC=2)C2C=CC=CC=2)([P](C2C=CC=CC=2)(C2C=CC=CC=2)C2C=CC=CC=2)[P](C2C=CC=CC=2)(C2C=CC=CC=2)C2C=CC=CC=2)(C2C=CC=CC=2)C2C=CC=CC=2)=CC=1>[C:19]1([CH:8]([C:5]2[CH:6]=[CH:7][C:2]([C:29]3[CH:30]=[N:25][CH:26]=[N:27][CH:28]=3)=[CH:3][CH:4]=2)[CH2:9]/[C:10](/[C:13]2[CH:18]=[CH:17][N:16]=[CH:15][CH:14]=2)=[N:11]\[OH:12])[CH:24]=[CH:23][CH:22]=[CH:21][CH:20]=1 |f:3.4,5.6,7.8,^1:67,69,88,107|. Procedure: To a stirred solution of (E)-3-(4-bromo-phenyl)-3-phenyl-1-pyridin-4-yl-propan-1-one oxime (example 5, 10 mg) and pyrimidine-5-boronic acid (49 mg) in a mixture of DMA/H2O (2.1 mL, 20:1) tetrakis(triphenylphosphine)palladium (0) (36 mg), triphenylphosphine (17 mg) and potassium fluoride (31 mg) were added. The mixture was irradiated in the microwave at 140° C. for 15 min. A saturated aqueous solution of NH4Cl was added, the phases were separated and the inorganic one was extracted with EtOAc (2×... Starting materials: FC1=CC=C(C2=CC=CC=C12)C(=O)O (4-fluoronaphthalene-1-carboxylic acid), Cl.C(C)N=C=NCCCN(C)C (1-ethyl-3-(3-dimethylaminopropyl)carbodiimide hydrochloride), O.ON1N=NC2=C1C=CC=C2 (1-hydroxybenzotriazole monohydrate), NC(C(O)C1=CC(=CC=C1)Cl)CC=1C=CC2=C(C(CO2)(C)C)C1 ((1RS,2SR)-2-amino-1-(3-chlorophenyl)-3-(3,3-dimethyl-2,3-dihydro-1-benzofuran-5-yl)-1-propanol). The solvent is C(C)(=O)OCC (ethyl acetate), CN(C=O)C (N,N-dimethylformamide). Reaction conditions: time 8 hour. The product is ClC=1C=C(C=CC1)C(C(CC=1C=CC2=C(C(CO2)(C)C)C1)NC(=O)C1=CC=C(C2=CC=CC=C12)F)O (N-{(1RS,2SR)-2-(3-chlorophenyl)-1-[(3,3-dimethyl-2,3-dihydro-1-benzofuran-5-yl)methyl]-2-hydroxyethyl}-4-fluoro-1-naphthamide). The yield is 62.8%. RXN SMILES: [F:1][C:2]1[C:11]2[C:6](=[CH:7][CH:8]=[CH:9][CH:10]=2)[C:5]([C:12]([OH:14])=O)=[CH:4][CH:3]=1.Cl.C(N=C=NCCCN(C)C)C.O.ON1C2C=CC=CC=2N=N1.[NH2:38][CH:39]([CH2:49][C:50]1[CH:51]=[CH:52][C:53]2[O:57][CH2:56][C:55]([CH3:59])([CH3:58])[C:54]=2[CH:60]=1)[CH:40]([C:42]1[CH:47]=[CH:46][CH:45]=[C:44]([Cl:48])[CH:43]=1)[OH:41]>CN(C)C=O.C(OCC)(=O)C>[Cl:48][C:44]1[CH:43]=[C:42]([CH:40]([OH:41])[CH:39]([NH:38][C:12]([C:5]2[C:6]3[C:11](=[CH:10][CH:9]=[CH:8][CH:7]=3)[C:2]([F:1])=[CH:3][CH:4]=2)=[O:14])[CH2:49][C:50]2[CH:51]=[CH:52][C:53]3[O:57][CH2:56][C:55]([CH3:59])([CH3:58])[C:54]=3[CH:60]=2)[CH:47]=[CH:46][CH:45]=1 |f:1.2,3.4|. Procedure: To a solution of 4-fluoronaphthalene-1-carboxylic acid (242 mg, 1.27 mmol) in N,N-dimethylformamide (10 ml) were added 1-ethyl-3-(3-dimethylaminopropyl)carbodiimide hydrochloride (243 mg, 1.27 mmol) and 1-hydroxybenzotriazole monohydrate (195 mg, 1.27 mmol), and (1RS,2SR)-2-amino-1-(3-chlorophenyl)-3-(3,3-dimethyl-2,3-dihydro-1-benzofuran-5-yl)-1-propanol (0.40 g, 1.21 mmol) was finally added. The mixture was stirred overnight at room temperature. The mixture was diluted with ethyl acetate, wash... Reactants: CC(C)=O, [Cl-], [Cl-], Nc1c(C(=O)c2cccc(OCC(O)CO)c2)cnn1-c1ccc(F)cc1, [Zn+2]. The product is CC1(C)OCC(COc2cccc(C(=O)c3cnn(-c4ccc(F)cc4)c3N)c2)O1. As a reaction SMILES: [CH3:28][C:29]([CH3:30])=[O:31].[Cl-:32].[Cl-:34].[NH2:1][c:2]1[c:3]([C:14]([c:15]2[cH:16][c:17]([O:21][CH2:22][CH:23]([CH2:24][OH:25])[OH:26])[cH:18][cH:19][cH:20]2)=[O:27])[cH:4][n:5][n:6]1-[c:7]1[cH:8][cH:9][c:10]([F:13])[cH:11][cH:12]1.[Zn+2:33]>>[NH2:1][c:2]1[c:3]([C:14]([c:15]2[cH:16][c:17]([O:21][CH2:22][CH:23]3[CH2:24][O:25][C:29]([CH3:28])([CH3:30])[O:26]3)[cH:18][cH:19][cH:20]2)=[O:27])[cH:4][n:5][n:6]1-[c:7]1[cH:8][cH:9][c:10]([F:13])[cH:11][cH:12]1.